From a dataset of the Open Reaction Database (ORD), a public repository of structured organic reaction records. describe an organic reaction: reactants, conditions, products, and yield The reactants are CCOC(C)=O, CC(C)[N-]C(C)C, O=P(c1ccccc1)(c1ccccc1)C(F)F, [Li+], CC12CCC3c4ccc(OC5CCCCO5)cc4CCC3C1CCC2=O, C1CCOC1, O. Yields the product CC12CCC3c4ccc(OC5CCCCO5)cc4CCC3C1CCC2=C(F)F. Reaction SMILES: [CH3:57][CH2:58][O:59][C:60](=[O:61])[CH3:62].[CH:18]([N-:19][CH:20]([CH3:21])[CH3:22])([CH3:23])[CH3:24].[F:1][CH:2]([F:3])[P:4](=[O:5])([c:6]1[cH:7][cH:8][cH:9][cH:10][cH:11]1)[c:12]1[cH:13][cH:14][cH:15][cH:16][cH:17]1.[Li+:25].[O:26]1[CH:27]([O:32][c:33]2[cH:34][c:35]3[c:48]([cH:49][cH:50]2)[CH:47]2[CH:38]([CH2:37][CH2:36]3)[CH:39]3[CH2:40][CH2:41][C:42](=[O:51])[C:43]3([CH3:44])[CH2:45][CH2:46]2)[CH2:28][CH2:29][CH2:30][CH2:31]1.[O:52]1[CH2:53][CH2:54][CH2:55][CH2:56]1.[OH2:63]>>[F:1][C:2]([F:3])=[C:42]1[CH2:41][CH2:40][CH:39]2[CH:38]3[CH2:37][CH2:36][c:35]4[cH:34][c:33]([O:32][CH:27]5[O:26][CH2:31][CH2:30][CH2:29][CH2:28]5)[cH:50][cH:49][c:48]4[CH:47]3[CH2:46][CH2:45][C:43]21[CH3:44]. The reactants are COC=1C(N(C=CC1C(=O)OCC)C)=O (ethyl 3-methoxy-1-methyl-2-oxo-1,2-dihydropyridine-4-carboxylate), Cl (HCl). The reagents and catalysts are [Li+].[OH-] (LiOH). The solvent is C1CCOC1 (THF). Reaction conditions: time 16 hour. Product: COC=1C(N(C=CC1C(=O)O)C)=O (3-methoxy-1-methyl-2-oxo-1,2-dihydropyridine-4-carboxylic acid). Yield: 100.0%. Reaction SMILES: [CH3:1][O:2][C:3]1[C:4](=[O:15])[N:5]([CH3:14])[CH:6]=[CH:7][C:8]=1[C:9]([O:11]CC)=[O:10].Cl>C1COCC1.[Li+].[OH-]>[CH3:1][O:2][C:3]1[C:4](=[O:15])[N:5]([CH3:14])[CH:6]=[CH:7][C:8]=1[C:9]([OH:11])=[O:10] |f:3.4|. Procedure details: To a solution of Intermediate 1 (2.2 g, 10 mmol) in THF (3 mL) was added LiOH (10.8 mg, 0.451 mmol) and the reaction mixture was stirred at rt for 16 h. The reaction mixture was acidified to pH=1 using HCl (1M aq., 12.50 mL, 12.50 mmol) concentrated and then evaporated to dryness to provide Intermediate 6 (1.9 g, 10 mmol, 100% yield) as a gray solid. HPLC/MS (Method D) RT=0.42 min, [M+1]+ 184. 1H NMR (400 MHz, DMSO-d6) δ ppm 7.28 (1H, d, J=7.1 Hz), 5.97 (1H, d, J=6.6 Hz), 3.62 (3H, s), 3.31 (3H,...